This data is from the Open Reaction Database (ORD), a public repository of structured organic reaction records. The task is: describe an organic reaction: reactants, conditions, products, and yield Starting materials: CNC(C1=CC=C(C=C1)N)=O (N-methyl-p-aminobenzamide), ClC1=CC=NC2=CC(=CC=C12)C(F)(F)F (4-chloro-7-trifluoromethylquinoline), Cl (hydrochloric acid). Solvent: C(C)O (ethanol). Yields the product Cl.FC(C1=CC=C2C(=CC=NC2=C1)NC1=CC=C(C(=O)NC)C=C1)(F)F (p-[(7-trifluoromethyl-4-quinolyl)amino]-N-methylbenzamide hydrochloride). Reaction SMILES: [CH3:1][NH:2][C:3](=[O:11])[C:4]1[CH:9]=[CH:8][C:7]([NH2:10])=[CH:6][CH:5]=1.[Cl:12][C:13]1[C:22]2[C:17](=[CH:18][C:19]([C:23]([F:26])([F:25])[F:24])=[CH:20][CH:21]=2)[N:16]=[CH:15][CH:14]=1.Cl>C(O)C>[ClH:12].[F:26][C:23]([F:24])([F:25])[C:19]1[CH:18]=[C:17]2[C:22]([C:13]([NH:10][C:7]3[CH:8]=[CH:9][C:4]([C:3]([NH:2][CH3:1])=[O:11])=[CH:5][CH:6]=3)=[CH:14][CH:15]=[N:16]2)=[CH:21][CH:20]=1 |f:4.5|. Procedure: A mixture of 0.1 mole of N-methyl-p-aminobenzamide, 0.1 mole of 4-chloro-7-trifluoromethylquinoline, 10 ml. of concentrated hydrochloric acid and 500 ml. of absolute ethanol is stirred at about 25° C. for 30 minutes. A precipitate begins to form, and the mixture is then heated at reflux for 4 hours. The mixture is cooled and filtered to obtain p-[(7-trifluoromethyl-4-quinolyl)amino]-N-methylbenzamide hydrochloride. The reactants are CCO, [H][H], CC(C)(N=[N+]=[N-])c1ccc2ncccc2c1. Yields the product CC(C)(N)c1ccc2ncccc2c1. RXN SMILES: [CH3:19][CH2:20][OH:21].[H:17][H:18].[N:1](=[N+:2]=[N-:3])[C:4]([CH3:5])([CH3:6])[c:7]1[cH:8][c:9]2[cH:10][cH:11][cH:12][n:13][c:14]2[cH:15][cH:16]1>>[NH2:1][C:4]([CH3:5])([CH3:6])[c:7]1[cH:8][c:9]2[cH:10][cH:11][cH:12][n:13][c:14]2[cH:15][cH:16]1. Starting materials: NC1=NNC2=CC=C(C=C12)[N+](=O)[O-] (3-amino-5-nitro-1H-indazole), CS(=O)(=O)Cl (methylsulfonyl chloride). Run in N1=CC=CC=C1 (pyridine). Product: CS(=O)(=O)NC1=NNC2=CC=C(C=C12)[N+](=O)[O-] (3-methylsulfonylamino-5-nitro-1H-indazole). The yield is 84.4%. Reaction SMILES: [NH2:1][C:2]1[C:10]2[C:5](=[CH:6][CH:7]=[C:8]([N+:11]([O-:13])=[O:12])[CH:9]=2)[NH:4][N:3]=1.[CH3:14][S:15](Cl)(=[O:17])=[O:16]>N1C=CC=CC=1>[CH3:14][S:15]([NH:1][C:2]1[C:10]2[C:5](=[CH:6][CH:7]=[C:8]([N+:11]([O-:13])=[O:12])[CH:9]=2)[NH:4][N:3]=1)(=[O:17])=[O:16]. Procedure: 3-Methylsulfonylamino-5-nitro-1H-indazole can be obtained as described in Example 2 from 0.7 g of 3-amino-5-nitro-1H-indazole, 23 ml of pyridine and 0.455 g of methylsulfonyl chloride. 0.85 g of 3-methylsulfonylamino-5-nitro-1H-indazole is thus obtained in the form of an orange powder used as it is in the following step. Starting materials: FC1=CC=C(C=C1)[N+](=O)[O-] (p-fluoronitrobenzene), COC1=C(C(=C(C(=C1C)C)OC)C)O (2,5-dimethoxy-3,4,6-trimethylphenol), [H-].[Na+] (sodium hydride), O (water). Run in CN(C=O)C (dimethylformamide), CN(C=O)C (dimethylformamide), CN(C=O)C (dimethylformamide). Run at time 2 hour. Product: COC1=C(C(=C(C(=C1C)C)OC)C)OC1=CC=C(C=C1)[N+](=O)[O-] (2,5-Dimethoxy-3,4,6-trimethyl-1-(4-nitrophenoxy)benzene). Isolated yield 41.6%. RXN SMILES: [CH3:1][O:2][C:3]1[C:8]([CH3:9])=[C:7]([CH3:10])[C:6]([O:11][CH3:12])=[C:5]([CH3:13])[C:4]=1[OH:14].[H-].[Na+].F[C:18]1[CH:23]=[CH:22][C:21]([N+:24]([O-:26])=[O:25])=[CH:20][CH:19]=1.O>CN(C)C=O>[CH3:1][O:2][C:3]1[C:8]([CH3:9])=[C:7]([CH3:10])[C:6]([O:11][CH3:12])=[C:5]([CH3:13])[C:4]=1[O:14][C:18]1[CH:23]=[CH:22][C:21]([N+:24]([O-:26])=[O:25])=[CH:20][CH:19]=1 |f:1.2|. Reported procedure: 5.8 g of 2,5-dimethoxy-3,4,6-trimethylphenol [prepared as described in step (a) above] in 10 ml of dimethylformamide were added to a suspension of 1.4 g of sodium hydride (as a 55% w/w dispersion in mineral oil) in 50 ml of dimethylformamide, whilst ice-cooling, and the mixture was stirred at room temperature for 2 hours. At the end of this time, a solution of 4.6 g of p-fluoronitrobenzene in 10 ml of dimethylformamide was added to the mixture, whilst ice-cooling. The mixture was then stirred at... Starting materials: BrCCCCCCBr, CC(=O)Nc1ccc(-c2cc(=O)c3c(N)c(F)cc(F)c3o2)cc1F, CN(C)C=O, [H-], [Na+], O. Yields the product CC(=O)N(CCCCCCBr)c1ccc(-c2cc(=O)c3c(N)c(F)cc(F)c3o2)cc1F. Reaction SMILES: [Br:26][CH2:27][CH2:28][CH2:29][CH2:30][CH2:31][CH2:32][Br:33].[C:1]([CH3:2])(=[O:3])[NH:4][c:5]1[c:6]([F:25])[cH:7][c:8](-[c:11]2[o:12][c:13]3[c:14]([c:15](=[O:17])[cH:16]2)[c:18]([NH2:24])[c:19]([F:23])[cH:20][c:21]3[F:22])[cH:9][cH:10]1.[CH3:37][N:38]([CH3:39])[CH:40]=[O:41].[H-:34].[Na+:35].[OH2:36]>>[C:1]([CH3:2])(=[O:3])[N:4]([c:5]1[c:6]([F:25])[cH:7][c:8](-[c:11]2[o:12][c:13]3[c:14]([c:15](=[O:17])[cH:16]2)[c:18]([NH2:24])[c:19]([F:23])[cH:20][c:21]3[F:22])[cH:9][cH:10]1)[CH2:32][CH2:31][CH2:30][CH2:29][CH2:28][CH2:27][Br:26]. Reactants: C1(CC1)CN1N=NC2=C1C=CC(=C2C=O)C2=CC=C(C=C2)CN2C(N(C(C2)=O)C)=O (1-(Cyclopropylmethyl)-5-{4-[(3-methyl-2,4-dioxoimidazolidin-1-yl)methyl]phenyl}-1H-benzotriazole-4-carbaldehyde), [BH4-].[Na+] (sodium borohydride), O (water). The solvent is ClCCl (dichloromethane), CO (methanol). Conditions: time 1.5 hour. The product is C1(CC1)CN1N=NC2=C1C=CC(=C2CO)C2=CC=C(CN1C(N(C(C1)=O)C)=O)C=C2 (1-{4-[1-(Cyclopropylmethyl)-4-(hydroxymethyl)-1H-benzotriazol-5-yl]benzyl}-3-methylimidazolidine-2,4-dione). As a reaction SMILES: [CH:1]1([CH2:4][N:5]2[C:9]3[CH:10]=[CH:11][C:12]([C:16]4[CH:21]=[CH:20][C:19]([CH2:22][N:23]5[CH2:27][C:26](=[O:28])[N:25]([CH3:29])[C:24]5=[O:30])=[CH:18][CH:17]=4)=[C:13]([CH:14]=[O:15])[C:8]=3[N:7]=[N:6]2)[CH2:3][CH2:2]1.[BH4-].[Na+].O>CO.ClCCl>[CH:1]1([CH2:4][N:5]2[C:9]3[CH:10]=[CH:11][C:12]([C:16]4[CH:21]=[CH:20][C:19]([CH2:22][N:23]5[CH2:27][C:26](=[O:28])[N:25]([CH3:29])[C:24]5=[O:30])=[CH:18][CH:17]=4)=[C:13]([CH2:14][OH:15])[C:8]=3[N:7]=[N:6]2)[CH2:3][CH2:2]1 |f:1.2|. Procedure details: To a solution of 1-(cyclopropylmethyl)-5-{4-[(3-methyl-2,4-dioxoimidazolidin-1-yl)methyl]phenyl}-1H-benzotriazole-4-carbaldehyde (Example 20, 72 mg, 0.18 mmol) in methanol (1.8 mL) was added sodium borohydride (6.8 mg, 0.18 mmol). After 1.5 hours, the mixture was treated with water, diluted with dichloromethane and washed with brine. The organic extract was dried with magnesium sulfate, filtered and concentrated in vacuo. The residue was purified via silica gel chromatography (ethyl acetate/hexa... Reactants: C=Cc1ccccc1, Cc1ccccc1, C[SiH](C)Cl, [Pt]. Yields the product C[Si](C)(Cl)CCc1ccccc1. As a reaction SMILES: [CH2:1]=[CH:2][c:3]1[cH:4][cH:5][cH:6][cH:7][cH:8]1.[CH3:14][c:15]1[cH:16][cH:17][cH:18][cH:19][cH:20]1.[CH3:9][SiH:10]([Cl:11])[CH3:12].[Pt:13]>>[CH2:1]([CH2:2][c:3]1[cH:4][cH:5][cH:6][cH:7][cH:8]1)[Si:10]([CH3:9])([Cl:11])[CH3:12]. Starting materials: CCOP(=O)(C#N)OCC, CN(C)C=O, CC(C)n1nc(C(=O)O)c2ccccc21, CCN(C(C)C)C(C)C, CC(C)(C)OC(=O)N1CC(N)CCC1CC1(O)CCOCC1. The product is CC(C)n1nc(C(=O)NC2CCC(CC3(O)CCOCC3)N(C(=O)OC(C)(C)C)C2)c2ccccc21. RXN SMILES: [C:47]([P:48](=[O:49])([O:50][CH2:51][CH3:52])[O:53][CH2:54][CH3:55])#[N:56].[CH3:57][N:58]([CH3:59])[CH:60]=[O:61].[CH:1]([CH3:2])([CH3:3])[n:4]1[n:5][c:6]([C:13](=[O:14])[OH:15])[c:7]2[cH:8][cH:9][cH:10][cH:11][c:12]12.[CH:38]([N:39]([CH2:40][CH3:41])[CH:42]([CH3:43])[CH3:44])([CH3:45])[CH3:46].[NH2:16][CH:17]1[CH2:18][CH2:19][CH:20]([CH2:30][C:31]2([OH:37])[CH2:32][CH2:33][O:34][CH2:35][CH2:36]2)[N:21]([C:23](=[O:24])[O:25][C:26]([CH3:27])([CH3:28])[CH3:29])[CH2:22]1>>[CH:1]([CH3:2])([CH3:3])[n:4]1[n:5][c:6]([C:13](=[O:15])[NH:16][CH:17]2[CH2:18][CH2:19][CH:20]([CH2:30][C:31]3([OH:37])[CH2:32][CH2:33][O:34][CH2:35][CH2:36]3)[N:21]([C:23](=[O:24])[O:25][C:26]([CH3:27])([CH3:28])[CH3:29])[CH2:22]2)[c:7]2[cH:8][cH:9][cH:10][cH:11][c:12]12.